Dataset: the Open Reaction Database (ORD), a public repository of structured organic reaction records. Task: describe an organic reaction: reactants, conditions, products, and yield The reactants are C1(CC1)CN1C(=NC(=C1)[N+](=O)[O-])C(=O)OCC (ethyl 1-(cyclopropylmethyl)-4-nitro-1H-imidazole-2-carboxylate), [H][H] (hydrogen). The reagents and catalysts are [Ni] (Raney nickel). Run in C1CCOC1 (THF). Yields the product NC=1N=C(N(C1)CC1CC1)C(=O)OCC (Ethyl 4-amino-1-(cyclopropylmethyl)-1H-imidazole-2-carboxylate). As a reaction SMILES: [CH:1]1([CH2:4][N:5]2[CH:9]=[C:8]([N+:10]([O-])=O)[N:7]=[C:6]2[C:13]([O:15][CH2:16][CH3:17])=[O:14])[CH2:3][CH2:2]1.[H][H]>C1COCC1.[Ni]>[NH2:10][C:8]1[N:7]=[C:6]([C:13]([O:15][CH2:16][CH3:17])=[O:14])[N:5]([CH2:4][CH:1]2[CH2:2][CH2:3]2)[CH:9]=1. Procedure: 3.89 g (16.26 mmol) of ethyl 1-(cyclopropylmethyl)-4-nitro-1H-imidazole-2-carboxylate are dissolved in 50 ml of THF, and a spatula tip of Raney nickel is added. The reaction mixture is hydrogenated with hydrogen in the hydrogenation apparatus at room temperature. The catalyst is filtered off and the filtrate is evaporated in vacuo. The residue from evaporation is further used directly for the next reaction. Starting materials: C1CCOC1, COc1ccccc1Oc1c(NS(=O)(=O)c2ccc(C)cn2)nc(-c2ccncc2)nc1OCC#CCO, Clc1ncccn1, [H-], [Na+], CN(C)C=O, O=C(O)CC(O)(CC(=O)O)C(=O)O. Product: COc1ccccc1Oc1c(NS(=O)(=O)c2ccc(C)cn2)nc(-c2ccncc2)nc1OCC#CCOc1ncccn1. Reaction SMILES: [CH2:66]1[O:67][CH2:68][CH2:69][CH2:70]1.[CH3:3][c:4]1[cH:5][cH:6][c:7]([S:10](=[O:11])(=[O:12])[NH:13][c:14]2[n:15][c:16](-[c:35]3[cH:36][cH:37][n:38][cH:39][cH:40]3)[n:17][c:18]([O:29][CH2:30][C:31]#[C:32][CH2:33][OH:34])[c:19]2[O:20][c:21]2[c:22]([O:27][CH3:28])[cH:23][cH:24][cH:25][cH:26]2)[n:8][cH:9]1.[Cl:41][c:42]1[n:43][cH:44][cH:45][cH:46][n:47]1.[H-:1].[Na+:2].[O:61]=[CH:62][N:63]([CH3:64])[CH3:65].[OH:48][C:49]([CH2:50][C:51]([C:52](=[O:53])[OH:54])([CH2:55][C:56](=[O:57])[OH:58])[OH:59])=[O:60]>>[CH3:3][c:4]1[cH:5][cH:6][c:7]([S:10](=[O:11])(=[O:12])[NH:13][c:14]2[n:15][c:16](-[c:35]3[cH:36][cH:37][n:38][cH:39][cH:40]3)[n:17][c:18]([O:29][CH2:30][C:31]#[C:32][CH2:33][O:34][c:42]3[n:43][cH:44][cH:45][cH:46][n:47]3)[c:19]2[O:20][c:21]2[c:22]([O:27][CH3:28])[cH:23][cH:24][cH:25][cH:26]2)[n:8][cH:9]1. The reactants are [BH4-], CCOC(=O)c1c(-c2ccc(C(C)(C)C)cc2)c2cc(C=O)ccc2n1Cc1cccc(OC)c1, CCO, [Na+], O. The product is CCOC(=O)c1c(-c2ccc(C(C)(C)C)cc2)c2cc(CO)ccc2n1Cc1cccc(OC)c1. As a reaction SMILES: [BH4-:36].[C:1]([CH3:2])([CH3:3])([CH3:4])[c:5]1[cH:6][cH:7][c:8](-[c:11]2[c:12]([C:31](=[O:32])[O:33][CH2:34][CH3:35])[n:13]([CH2:22][c:23]3[cH:24][c:25]([O:29][CH3:30])[cH:26][cH:27][cH:28]3)[c:14]3[cH:15][cH:16][c:17]([CH:20]=[O:21])[cH:18][c:19]23)[cH:9][cH:10]1.[CH3:39][CH2:40][OH:41].[Na+:37].[OH2:38]>>[C:1]([CH3:2])([CH3:3])([CH3:4])[c:5]1[cH:6][cH:7][c:8](-[c:11]2[c:12]([C:31](=[O:32])[O:33][CH2:34][CH3:35])[n:13]([CH2:22][c:23]3[cH:24][c:25]([O:29][CH3:30])[cH:26][cH:27][cH:28]3)[c:14]3[cH:15][cH:16][c:17]([CH2:20][OH:21])[cH:18][c:19]23)[cH:9][cH:10]1. The reactants are CC(C)(C)OC(=O)NCCn1nc(Br)c([N+](=O)[O-])c1Br, CCO, NCc1ccccc1. The product is CC(C)(C)OC(=O)NCCn1nc(Br)c([N+](=O)[O-])c1NCc1ccccc1. RXN SMILES: [C:1]([CH3:2])([CH3:3])([CH3:4])[O:5][C:6]([NH:7][CH2:8][CH2:9][n:10]1[n:11][c:12]([Br:19])[c:13]([N+:16](=[O:17])[O-:18])[c:14]1[Br:15])=[O:20].[CH3:29][CH2:30][OH:31].[NH2:21][CH2:22][c:23]1[cH:24][cH:25][cH:26][cH:27][cH:28]1>>[C:1]([CH3:2])([CH3:3])([CH3:4])[O:5][C:6]([NH:7][CH2:8][CH2:9][n:10]1[n:11][c:12]([Br:19])[c:13]([N+:16](=[O:17])[O-:18])[c:14]1[NH:21][CH2:22][c:23]1[cH:24][cH:25][cH:26][cH:27][cH:28]1)=[O:20]. The reactants are CC1=C(C=C(CO)C=C1)[N+](=O)[O-] (4-Methyl-3-nitro benzylalcohol), [H][H] (hydrogen). The reagents and catalysts are [Pd] (Pd/C). The solvent is C(C)O (ethanol). Product: NC=1C=C(CO)C=CC1C (3-amino-4-methylbenzylalcohol). Isolated yield 94.8%. RXN SMILES: [CH3:1][C:2]1[CH:9]=[CH:8][C:5]([CH2:6][OH:7])=[CH:4][C:3]=1[N+:10]([O-])=O.[H][H]>C(O)C.[Pd]>[NH2:10][C:3]1[CH:4]=[C:5]([CH:8]=[CH:9][C:2]=1[CH3:1])[CH2:6][OH:7]. Reported procedure: 4-Methyl-3-nitro benzylalcohol (9.7 g, 58 mmol) in ethanol (200 mL) was reduced under 4 atmospheres of hydrogen gas for 4 hours in the presence of 10% Pd/C (0.5 g) to yield after a standard workup 7.54 g (93%) of the title compound. The reactants are Cl.N1CC(C1)C1=CC2=C(C3=NC(=CN3CCO2)C=2N(N=CN2)C(C)C)C=C1 (8-Azetidin-3-yl-2-(2-isopropyl-2H-[1,2,4]triazol-3-yl)-4,5-dihydro-6-oxa-1,3a-diaza-benzo[e]azulene hydrochloride), CN(S(=O)(=O)C=C)C (N,N-dimethylethenesulfonamide). Product: C(C)(C)N1N=CN=C1C=1N=C2N(CCOC3=C2C=CC(=C3)C3CN(C3)CCS(=O)(=O)N(C)C)C1 (2-(3-(2-(1-isopropyl-1H-1,2,4-triazol-5-yl)-5,6-dihydrobenzo[f]imidazo[1,2-d][1,4]oxazepin-9-yl)azetidin-1-yl)-N,N-dimethylethanesulfonamide). Reaction SMILES: Cl.[NH:2]1[CH2:5][CH:4]([C:6]2[CH:27]=[CH:26][C:9]3[C:10]4[N:14]([CH2:15][CH2:16][O:17][C:8]=3[CH:7]=2)[CH:13]=[C:12]([C:18]2[N:19]([CH:23]([CH3:25])[CH3:24])[N:20]=[CH:21][N:22]=2)[N:11]=4)[CH2:3]1.[CH3:28][N:29]([CH3:35])[S:30]([CH:33]=[CH2:34])(=[O:32])=[O:31]>>[CH:23]([N:19]1[C:18]([C:12]2[N:11]=[C:10]3[C:9]4[CH:26]=[CH:27][C:6]([CH:4]5[CH2:3][N:2]([CH2:34][CH2:33][S:30]([N:29]([CH3:35])[CH3:28])(=[O:32])=[O:31])[CH2:5]5)=[CH:7][C:8]=4[O:17][CH2:16][CH2:15][N:14]3[CH:13]=2)=[N:22][CH:21]=[N:20]1)([CH3:24])[CH3:25] |f:0.1|. Reported procedure: Following the procedure of Example 152, 8-azetidin-3-yl-2-(2-isopropyl-2H-[1,2,4]triazol-3-yl)-4,5-dihydro-6-oxa-1,3a-diaza-benzo[e]azulene hydrochloride (Example 65) was reacted with N,N-dimethylethenesulfonamide to give 197 as a white solid. 1H NMR δ (ppm) (CDCl3): 8.44 (1H, d, J=8.28 Hz), 7.84 (1H, d, J=0.67 Hz), 7.61 (1H, s), 7.05 (1H, dd, J=8.32, 1.83 Hz), 6.95 (1H, d, J=1.78 Hz), 6.00-5.90 (1H, m), 4.48-4.39 (4H, m), 3.80-3.72 (2H, m), 3.72-3.64 (1H, m), 3.27-3.19 (2H, m), 3.02-2.89 (4H, m... The reactants are diethylazidocarboxylate, C1(=CC=CC=C1)P(C1=CC=CC=C1)C1=CC=CC=C1 (triphenylphosphine), N1=CC(=CC=C1)CC1N2CCC(C1O)CC2 (2-(3-pyridylmethyl)-1-azabicyclo[2.2.2]octan-3-ol), C1(=CC=CC=C1)O (phenol). Yields the product desired product, C1(=CC=CC=C1)OC1C(N2CCC1CC2)CC=2C=NC=CC2 (3-(phenyloxy)-2-(3-pyridylmethyl)-1-azabicyclo[2.2.2]octane). RXN SMILES: [N:1]1[CH:6]=[CH:5][CH:4]=[C:3]([CH2:7][CH:8]2[CH:13]([OH:14])[CH:12]3[CH2:15][CH2:16][N:9]2[CH2:10][CH2:11]3)[CH:2]=1.[C:17]1(O)[CH:22]=[CH:21][CH:20]=[CH:19][CH:18]=1.C1(P(C2C=CC=CC=2)C2C=CC=CC=2)C=CC=CC=1>>[C:17]1([O:14][CH:13]2[CH:12]3[CH2:11][CH2:10][N:9]([CH2:16][CH2:15]3)[CH:8]2[CH2:7][C:3]2[CH:2]=[N:1][CH:6]=[CH:5][CH:4]=2)[CH:22]=[CH:21][CH:20]=[CH:19][CH:18]=1. Procedure: The manner in which 3-(phenyloxy)-2-(3-pyridylmethyl)-1-azabicyclo[2.2.2]octane of the present invention is synthesized can vary. For example, pyridine-3-carboxaldehyde and quinuclidin-3-one hydrochloride (commercially available from Aldrich) are reacted together in the presence of methanolic potassium hydroxide as described in Neilsen and Houlihan, Org. React. 16: 14-38 (1968). This aldol condensation product, 2-(3-pyridylmethylene)-1-azabicyclo[2.2.2]octan-3-one, is then dissolved in methanol ... The reactants are [BH4-], CO, CC(C(=O)O)c1cccc(Oc2ccc(C(F)(F)F)cc2C=O)c1, [Na+]. The product is CC(C(=O)O)c1cccc(Oc2ccc(C(F)(F)F)cc2CO)c1. As a reaction SMILES: [BH4-:25].[CH3:27][OH:28].[CH:1](=[O:2])[c:3]1[c:4]([O:5][c:6]2[cH:7][c:8]([CH:12]([C:13](=[O:14])[OH:15])[CH3:16])[cH:9][cH:10][cH:11]2)[cH:17][cH:18][c:19]([C:21]([F:22])([F:23])[F:24])[cH:20]1.[Na+:26]>>[CH2:1]([OH:2])[c:3]1[c:4]([O:5][c:6]2[cH:7][c:8]([CH:12]([C:13](=[O:14])[OH:15])[CH3:16])[cH:9][cH:10][cH:11]2)[cH:17][cH:18][c:19]([C:21]([F:22])([F:23])[F:24])[cH:20]1.